From a dataset of the Open Reaction Database (ORD), a public repository of structured organic reaction records. describe an organic reaction: reactants, conditions, products, and yield Yield: 31.9%. Starting materials: COC=1C=C(C=CC1OC)C1=NN2C(S1)=NC(=C2I)C (2-(3,4-dimethoxy-phenyl)-5-iodo-6-methyl-imidazo[2,1-b][1,3,4]thiadiazole), CC1(OB(OC1(C)C)C=1C=NC(=NC1)N)C (5-(4,4,5,5-tetramethyl-1,3,2-dioxaborolan-2-yl)pyrimidin-2-amine), C([O-])([O-])=O.[K+].[K+] (potassium carbonate). Procedure details: A mixture of 2-(3,4-dimethoxy-phenyl)-5-iodo-6-methyl-imidazo[2,1-b][1,3,4]thiadiazole (0.041 g, 0.102 mmol, 1 eq), 5-(4,4,5,5-tetramethyl-1,3,2-dioxaborolan-2-yl)pyrimidin-2-amine (0.056 g, 0.255 mmol, 2.5 eq), Pd(Ph3P)2Cl2 (0.007 g, 0.0102 mmol, 0.1 eq) and potassium carbonate (0.07 g, 0.51 mmol, 5 eq) in water (0.3 mL) and dioxane (2.2 mL) was subjected to MW irradiation (120° C., 35 min, 200 W). The solvents were evaporated, and the residue obtained was purified by silica gel chromatography ... Run in O (water), O1CCOCC1 (dioxane). Reagents/catalysts: Cl[Pd]([P](C1=CC=CC=C1)(C2=CC=CC=C2)C3=CC=CC=C3)([P](C4=CC=CC=C4)(C5=CC=CC=C5)C6=CC=CC=C6)Cl (Pd(Ph3P)2Cl2). RXN SMILES: [CH3:1][O:2][C:3]1[CH:4]=[C:5]([C:11]2[S:15][C:14]3=[N:16][C:17]([CH3:20])=[C:18](I)[N:13]3[N:12]=2)[CH:6]=[CH:7][C:8]=1[O:9][CH3:10].CC1(C)C(C)(C)OB([C:29]2[CH:30]=[N:31][C:32]([NH2:35])=[N:33][CH:34]=2)O1.C(=O)([O-])[O-].[K+].[K+]>O.O1CCOCC1.Cl[Pd](Cl)([P](C1C=CC=CC=1)(C1C=CC=CC=1)C1C=CC=CC=1)[P](C1C=CC=CC=1)(C1C=CC=CC=1)C1C=CC=CC=1>[CH3:1][O:2][C:3]1[CH:4]=[C:5]([C:11]2[S:15][C:14]3=[N:16][C:17]([CH3:20])=[C:18]([C:29]4[CH:30]=[N:31][C:32]([NH2:35])=[N:33][CH:34]=4)[N:13]3[N:12]=2)[CH:6]=[CH:7][C:8]=1[O:9][CH3:10] |f:2.3.4,^1:52,71|. Yields the product COC=1C=C(C=CC1OC)C1=NN2C(S1)=NC(=C2C=2C=NC(=NC2)N)C (5-[2-(3,4-Dimethoxy-phenyl)-6-methyl-imidazo[2,1-b][1,3,4]thiadiazol-5-yl]-pyrimidin-2-ylamine). Reactants: COC(C1=C(C(=C(C=C1)C)OCOC)Br)=O (2-Bromo-methyl-3-methoxymethoxy-benzoic acid methyl ester), ethyl acetate hexanes, C(C)(C)(C)OC(=O)C1=C(SC=2CN([C@@H](CC21)CN)[C@@H](C)C2=CC=CC=C2)N (2-amino-5-(S)-aminomethyl-6-(1-(S)-phenyl-ethyl)-4,5,6,7-tetrahydro-thieno[2,3-c]pyridine-3-carboxylic acid tert-butyl ester), C(C)(C)N(C(C)C)CC (N,N-diisopropylethylamine). Run in C(C)#N (acetonitrile), C(C)#N (acetonitrile). Reaction conditions: time 24 hour. The product is C(C)(C)(C)OC(=O)C1=C(SC=2CN([C@@H](CC21)CN2C(C1=CC=CC(=C1C2)OCOC)=O)[C@@H](C)C2=CC=CC=C2)N (2-amino-5-(S)-(4-methoxymethoxy-1-oxo-1,3-dihydro-isoindol-2-ylmethyl)-6-(1-(S)-phenyl-ethyl)-4,5,6,7-tetrahydro-thieno[2,3-c]pyridine-3-carboxylic acid tert-butyl ester). Yield: 109.7%. RXN SMILES: [C:1]([O:5][C:6]([C:8]1[C:16]2[CH2:15][C@@H:14]([CH2:17][NH2:18])[N:13]([C@H:19]([C:21]3[CH:26]=[CH:25][CH:24]=[CH:23][CH:22]=3)[CH3:20])[CH2:12][C:11]=2[S:10][C:9]=1[NH2:27])=[O:7])([CH3:4])([CH3:3])[CH3:2].[CH:28](N(CC)C(C)C)(C)C.CO[C:39](=[O:52])[C:40]1[CH:45]=[CH:44][C:43](C)=[C:42]([O:47][CH2:48][O:49][CH3:50])[C:41]=1Br>C(#N)C>[C:1]([O:5][C:6]([C:8]1[C:16]2[CH2:15][C@@H:14]([CH2:17][N:18]3[CH2:28][C:41]4[C:40](=[CH:45][CH:44]=[CH:43][C:42]=4[O:47][CH2:48][O:49][CH3:50])[C:39]3=[O:52])[N:13]([C@H:19]([C:21]3[CH:26]=[CH:25][CH:24]=[CH:23][CH:22]=3)[CH3:20])[CH2:12][C:11]=2[S:10][C:9]=1[NH2:27])=[O:7])([CH3:2])([CH3:3])[CH3:4]. Procedure: To a stirred mixture of 2-amino-5-(S)-aminomethyl-6-(1-(S)-phenyl-ethyl)-4,5,6,7-tetrahydro-thieno[2,3-c]pyridine-3-carboxylic acid tert-butyl ester (0.24 g, 0.67 mmol) in acetonitrile (30 ml) was added N,N-diisopropylethylamine (0.16 ml, 0.93 mmol) under nitrogen. 2-Bromo-methyl-3-methoxymethoxy-benzoic acid methyl ester (0.16 g, 0.55 mmol) dissolved in acetonitrile, was added via syringe pump at a rate of 0.3 ml/hour. Once the addition was complete, the reaction mixture was stirred at room tem... Reactants: [BH4-].[Li+] (lithium borohydride), CC(=O)O (AcOH), C(C)(C)(C)OC(=O)N1[C@H](C[C@H](C1)O)C(=O)OC ((2R,4R)-1-(tert-Butyloxycarbonyl)-2-carbomethoxy-4-hydroxypyrrolidine), [BH4-].[Li+] (lithium borohydride). Solvent: C1CCOC1 (THF), O (water). Reaction conditions: temperature 0 celsius, time 1 hour. Yields the product C(C)(C)(C)OC(=O)N1[C@H](C[C@H](C1)O)CO ((2R,4R)-1-(tert-Butyloxycarbonyl)-2-hydroxymethyl-4-hydroxypyrrolidine). Yield: 80.5%. Reaction SMILES: [C:1]([O:5][C:6]([N:8]1[CH2:12][C@H:11]([OH:13])[CH2:10][C@@H:9]1[C:14](OC)=[O:15])=[O:7])([CH3:4])([CH3:3])[CH3:2].[BH4-].[Li+].CC(O)=O>C1COCC1.O>[C:1]([O:5][C:6]([N:8]1[CH2:12][C@H:11]([OH:13])[CH2:10][C@@H:9]1[CH2:14][OH:15])=[O:7])([CH3:4])([CH3:3])[CH3:2] |f:1.2|. Procedure: (2R,4R)-1-(tert-Butyloxycarbonyl)-2-carbomethoxy-4-hydroxypyrrolidine 36 (7.0 g, 28.6 mmol) was dissolved in dry THF (100 ml) and cooled in ice salt bath under argon atmosphere. To this cold solution was added lithium borohydride (1.88 g, 85.8 mmol) in small portions during 15 min period. After the addition of lithium borohydride, the reaction mixture was allowed to stir at 0° C. for 1 h followed by 15 h at room temperature under argon. The solution was cooled to 0° C. and diluted with water (50... Reactants: FC1=C(C#N)C=CC=C1 (o-fluorobenzonitrile), O1CCOC12CCNCC2 (1,4-dioxa-8-azaspiro[4.5]decane), C(=O)([O-])[O-].[K+].[K+] (K2CO3), C(C)#N (acetonitrile). Solvent: CCOCC (ether), O (water). Yields the product O1CCOC12CCN(CC2)C2=C(C#N)C=CC=C2 (2-(1,4-Dioxa-8-azaspiro[4.5]dec-8-yl)benzonitrile). Isolated yield 391.8%. Reaction SMILES: F[C:2]1[CH:9]=[CH:8][CH:7]=[CH:6][C:3]=1[C:4]#[N:5].[O:10]1[C:14]2([CH2:19][CH2:18][NH:17][CH2:16][CH2:15]2)[O:13][CH2:12][CH2:11]1.C([O-])([O-])=O.[K+].[K+].C(#N)C>O.CCOCC>[O:10]1[C:14]2([CH2:19][CH2:18][N:17]([C:2]3[CH:9]=[CH:8][CH:7]=[CH:6][C:3]=3[C:4]#[N:5])[CH2:16][CH2:15]2)[O:13][CH2:12][CH2:11]1 |f:2.3.4|. Reported procedure: A mixture of 23 g (0.0163 mol) o-fluorobenzonitrile, 70 g (0.4889 mol) of 1,4-dioxa-8-azaspiro[4.5]decane, 34 g (0.246 mol) of K2CO3, and 150 ml of acetonitrile is stirred at reflux for three days. The reaction mixture is allowed to cool to ambient temperature, diluted with water and extracted with methylene chloride. The combined extracts are washed with brine, dried over Na2SO4, and concentrated in vacuo to give an oil. Trituration with ether furnishes 15.6 g (39%) of title compound: IR (KBr) ... Reactants: Cl (HCl), C(CC(=O)OC)(=O)OC (dimethyl malonate), [H-].[Na+] (sodium hydride), ClC1(C(NC2=CC=C(C=C12)Cl)=O)C=1C(=NC=CC1)OCC (3,5-dichloro-3-(2-ethoxypyridin-3-yl)-1,3-dihydroindol-2-one). The solvent is ClCCl (dichloromethane), CN(C=O)C (dimethylformamide). Conditions: time 30 minute. Yields the product ClC=1C=C2C(C(NC2=CC1)=O)(C=1C(=NC=CC1)OCC)C(C(=O)OC)C(=O)OC (Dimethyl 2-[5-chloro-3-(2-ethoxypyridin-3-yl)-2-oxo-2,3-dihydro-1H-indol-3-yl]-malonate). The yield is 71.7%. RXN SMILES: [C:1]([O:8][CH3:9])(=[O:7])[CH2:2][C:3]([O:5][CH3:6])=[O:4].[H-].[Na+].Cl[C:13]1([C:24]2[C:25]([O:30][CH2:31][CH3:32])=[N:26][CH:27]=[CH:28][CH:29]=2)[C:21]2[C:16](=[CH:17][CH:18]=[C:19]([Cl:22])[CH:20]=2)[NH:15][C:14]1=[O:23].Cl>CN(C)C=O.ClCCl>[Cl:22][C:19]1[CH:20]=[C:21]2[C:16](=[CH:17][CH:18]=1)[NH:15][C:14](=[O:23])[C:13]2([CH:2]([C:1]([O:8][CH3:9])=[O:7])[C:3]([O:5][CH3:6])=[O:4])[C:24]1[C:25]([O:30][CH2:31][CH3:32])=[N:26][CH:27]=[CH:28][CH:29]=1 |f:1.2|. Reported procedure: 11.2 ml (98 mmol) of dimethyl malonate were slowly added dropwise to a suspension, cooled to 10° C., of 3.56 g (89 mmol) of sodium hydride (60% dispersion in mineral oil) in 150 ml of dimethylformamide, and the mixture was then stirred at room temperature for 30 minutes. Subsequently, 9.6 g (30 mmol) of 3,5-dichloro-3-(2-ethoxypyridin-3-yl)-1,3-dihydroindol-2-one from example 1.1 were added in portions, and the mixture was stirred at room temperature for 15 min. To work up the reaction it was st... The reactants are ClP(Cl)(Cl)(Cl)Cl, ClCCl, CC(Oc1ccc(N(C)c2cc3ccc(Cl)cc3c(Cl)n2)cc1)C(=O)O. Yields the product CC(Oc1ccc(N(C)c2cc3ccc(Cl)cc3c(Cl)n2)cc1)C(=O)Cl. As a reaction SMILES: [Cl:1][P:2]([Cl:3])([Cl:4])([Cl:5])[Cl:6].[Cl:33][CH2:34][Cl:35].[Cl:7][c:8]1[n:9][c:10]([N:19]([CH3:20])[c:21]2[cH:22][cH:23][c:24]([O:25][CH:26]([C:27](=[O:28])[OH:29])[CH3:30])[cH:31][cH:32]2)[cH:11][c:12]2[cH:13][cH:14][c:15]([Cl:18])[cH:16][c:17]12>>[Cl:1][C:27]([CH:26]([O:25][c:24]1[cH:23][cH:22][c:21]([N:19]([c:10]2[n:9][c:8]([Cl:7])[c:17]3[c:12]([cH:11]2)[cH:13][cH:14][c:15]([Cl:18])[cH:16]3)[CH3:20])[cH:32][cH:31]1)[CH3:30])=[O:29]. Reactants: Cl (HCl), C(CCC)C=1N(C2=C(C(=NC=3C=CC=CC23)N)N1)CCCO[Si](C)(C)C(C)(C)C (2-Butyl-1-(3-(tert-butyldimethylsilyloxy)propyl)-1H-imidazo[4,5-c]quinolin-4-amine). The solvent is O1CCOCC1 (dioxane), CO (MeOH). Run at time 18 hour. Product: Cl.Cl.NC1=NC=2C=CC=CC2C2=C1N=C(N2CCCO)CCCC (3-(4-Amino-2-butyl-1H-imidazo[4,5-c]quinolin-1-yl)propan-1-ol, dihydrochloride). As a reaction SMILES: [ClH:1].[CH2:2]([C:6]1[N:7]([CH2:20][CH2:21][CH2:22][O:23][Si](C(C)(C)C)(C)C)[C:8]2[C:17]3[CH:16]=[CH:15][CH:14]=[CH:13][C:12]=3[N:11]=[C:10]([NH2:18])[C:9]=2[N:19]=1)[CH2:3][CH2:4][CH3:5]>O1CCOCC1.CO>[ClH:1].[ClH:1].[NH2:18][C:10]1[C:9]2[N:19]=[C:6]([CH2:2][CH2:3][CH2:4][CH3:5])[N:7]([CH2:20][CH2:21][CH2:22][OH:23])[C:8]=2[C:17]2[CH:16]=[CH:15][CH:14]=[CH:13][C:12]=2[N:11]=1 |f:4.5.6|. Procedure: 4M HCl in dioxane (12 mL) was added to a solution of the product from step (v) (6.7 g) in MeOH (100 mL) and stirred at rt for 18 h. The solvent was evaporated under reduced pressure, the residue triturated with diethyl ether, filtered and dried. Yield 5.53 g. Yield: 59.1%. Reaction SMILES: [CH2:1]([C:8]([CH2:19][C:20]1[CH:25]=[CH:24][C:23]([N+:26]([O-:28])=[O:27])=[CH:22][CH:21]=1)(C(OCC)=O)[C:9]([O:11]CC)=[O:10])[C:2]1[CH:7]=[CH:6][CH:5]=[CH:4][CH:3]=1.[OH-].[K+].O>C(O)C>[CH2:1]([CH:8]([CH2:19][C:20]1[CH:21]=[CH:22][C:23]([N+:26]([O-:28])=[O:27])=[CH:24][CH:25]=1)[C:9]([OH:11])=[O:10])[C:2]1[CH:3]=[CH:4][CH:5]=[CH:6][CH:7]=1 |f:1.2|. Procedure details: A mixture of diethyl benzyl-4-nitrobenzylmalonate (24 g), KOH (14 g) and water (100 ml)-ethanol (150 ml) was stirred at 90-100° C. for 7 hours. The reaction mixture was concentrated under reduced pressure and the residue was acidified with 1N HCl and extracted with ethylacetate. The ethyl acetate layer was washed with brine, dried (MgSO4) and concentrated under reduced pressure. The residue was dissolved in pyridine (100 ml) and the solution was stirred at 90° C. for 16 hours. The organic solven... Yields the product C(C1=CC=CC=C1)C(C(=O)O)CC1=CC=C(C=C1)[N+](=O)[O-] (2-benzyl-3-(p-nitrophenyl)propionic acid). The solvent is C(C)O (ethanol). Reaction conditions: temperature 95 celsius, time 7 hour. Reactants: C(C1=CC=CC=C1)C(C(=O)OCC)(C(=O)OCC)CC1=CC=C(C=C1)[N+](=O)[O-] (diethyl benzyl-4-nitrobenzylmalonate), [OH-].[K+] (KOH), O (water). The yield is 49.3%. Reaction conditions: temperature 120 celsius, time 20 minute. Reactants: BrC1=C(C(=CC(=C1)C)C)O (2-Bromo-4,6-dimethylphenol), O1C(=CC=C1)B(O)O (furan-2-ylboronic acid), C([O-])([O-])=O.[Na+].[Na+] (sodium carbonate), Pd2(dppf)2Cl2. The product is O1C(=CC=C1)C1=C(C(=CC(=C1)C)C)O (2-(furan-2-yl)-4,6-dimethylphenol). Reaction SMILES: Br[C:2]1[CH:7]=[C:6]([CH3:8])[CH:5]=[C:4]([CH3:9])[C:3]=1[OH:10].[O:11]1[CH:15]=[CH:14][CH:13]=[C:12]1B(O)O.C(=O)([O-])[O-].[Na+].[Na+]>C(COC)OC.O>[O:11]1[CH:15]=[CH:14][CH:13]=[C:12]1[C:2]1[CH:7]=[C:6]([CH3:8])[CH:5]=[C:4]([CH3:9])[C:3]=1[OH:10] |f:2.3.4,5.6|. Procedure details: 2-Bromo-4,6-dimethylphenol (500 mg, 2.49 mmol), furan-2-ylboronic acid (88 mg, 2.99 mmol), sodium carbonate (791 mg, 7.47 mmol) and Pd2(dppf)2Cl2 (406 mg, 0.49 mmol) were dissolved in dimethoxyethane/water 6 mL/3 mL, followed by stirring in microwave at 120° C. for 20 minutes. After the completion of the reaction, the reaction mixture was filtered using Celite. The filtrate was added with water, and extracted with ethyl acetate. The obtained organic layer was dried over magnesium sulfate, and pu... The solvent is C(OC)COC.O (dimethoxyethane water). The reactants are BrC1=CC=C(C(=N1)OC1=C(C=CC=C1)C(C)(C)C)N (6-Bromo-2-(2-tertbutylphenoxy)pyridin-3-amine), [Cu](C#N)C#N (copper cyanide), C(C)(=O)OCC (ethyl acetate). The reagents and catalysts are [C-]#N.C(C)[N+](CC)(CC)CC (tetraethylammonium cyanide), C=1C=CC(=CC1)/C=C/C(=O)/C=C/C2=CC=CC=C2.C=1C=CC(=CC1)/C=C/C(=O)/C=C/C2=CC=CC=C2.C=1C=CC(=CC1)/C=C/C(=O)/C=C/C2=CC=CC=C2.[Pd].[Pd] (tris(dibenzylideneacetone)dipalladium(0)), C1(=CC=CC=C1)P([C-]1C=CC=C1)C1=CC=CC=C1.[C-]1(C=CC=C1)P(C1=CC=CC=C1)C1=CC=CC=C1.[Fe+2] (1,1′-Bis (diphenylphosphino) ferrocene). Run in O1CCOCC1 (dioxane), CCOCC (ether), CCCCCCC (heptane). Run at temperature 105 celsius. The product is C(#N)C1=CC=C(C(=N1)OC1=C(C=CC=C1)C(C)(C)C)N (6-Cyano-2-(2-tertbutylphenoxy)pyridin-3-amine). Isolated yield 162.6%. As a reaction SMILES: Br[C:2]1[N:7]=[C:6]([O:8][C:9]2[CH:14]=[CH:13][CH:12]=[CH:11][C:10]=2[C:15]([CH3:18])([CH3:17])[CH3:16])[C:5]([NH2:19])=[CH:4][CH:3]=1.[Cu](C#N)[C:21]#[N:22].C(OCC)(=O)C>[C-]#N.C([N+](CC)(CC)CC)C.O1CCOCC1.CCCCCCC.CCOCC.C1C=CC(/C=C/C(/C=C/C2C=CC=CC=2)=O)=CC=1.C1C=CC(/C=C/C(/C=C/C2C=CC=CC=2)=O)=CC=1.C1C=CC(/C=C/C(/C=C/C2C=CC=CC=2)=O)=CC=1.[Pd].[Pd].C1(P(C2C=CC=CC=2)[C-]2C=CC=C2)C=CC=CC=1.[C-]1(P(C2C=CC=CC=2)C2C=CC=CC=2)C=CC=C1.[Fe+2]>[C:21]([C:2]1[N:7]=[C:6]([O:8][C:9]2[CH:14]=[CH:13][CH:12]=[CH:11][C:10]=2[C:15]([CH3:18])([CH3:17])[CH3:16])[C:5]([NH2:19])=[CH:4][CH:3]=1)#[N:22] |f:3.4,8.9.10.11.12,13.14.15|. Reported procedure: A mixture of 123a (1000 mg, 3.1 mmol), copper cyanide (1120 mg, 12.5 mmol), tris(dibenzylideneacetone)dipalladium(0) (114 mg, 0.12 mmol), 1,1′-Bis (diphenylphosphino) ferrocene (276 mg, 0.5 mmol) and tetraethylammonium cyanide (486 mg, 3.1 mmol) in dioxane (16 ml) was heated at 105° C. for 4.5 h. The reaction was completed as determined by TLC (30% ethyl acetate in heptane). The mixture was cooled to rt, diluted with ether (50 ml) filtered over Celite® and concentrated to give 1.3476 g of yellow...